Dataset: the Open Reaction Database (ORD), a public repository of structured organic reaction records. Task: describe an organic reaction: reactants, conditions, products, and yield Reactants: C(C)(C)(C)OC(=O)N1[C@@H](CC(C1)=NOCC1=CC=C(C=C1)OC)C(=O)O ((2S,4EZ)-1-(tert-butoxycarbonyl)-4-{[(4-methoxybenzyl)oxy]imino}-2-pyrrolidinecarboxylic acid), N(=C=O)CCCCC (1-isocyanatopentane), S1C(=CC=C1)CN (2-thienylmethylamine). Yields the product COC1=CC=C(CON=C2C[C@H](N(C2)C(=O)NCCCCC)C(=O)NCC=2SC=CC2)C=C1 ((2S,4EZ)-4-{[(4-methoxybenzyl)oxy]imino}-N1-pentyl-N2-(2-thienyl-methyl)-1,2-pyrrolidinedicarboxamide). RXN SMILES: C(O[C:6]([N:8]1[CH2:12][C:11](=[N:13][O:14][CH2:15][C:16]2[CH:21]=[CH:20][C:19]([O:22][CH3:23])=[CH:18][CH:17]=2)[CH2:10][C@H:9]1[C:24]([OH:26])=O)=[O:7])(C)(C)C.[N:27]([CH2:30][CH2:31][CH2:32][CH2:33][CH3:34])=C=O.[S:35]1[CH:39]=[CH:38][CH:37]=[C:36]1[CH2:40][NH2:41]>>[CH3:23][O:22][C:19]1[CH:18]=[CH:17][C:16]([CH2:15][O:14][N:13]=[C:11]2[CH2:12][N:8]([C:6]([NH:27][CH2:30][CH2:31][CH2:32][CH2:33][CH3:34])=[O:7])[C@H:9]([C:24]([NH:41][CH2:40][C:36]3[S:35][CH:39]=[CH:38][CH:37]=3)=[O:26])[CH2:10]2)=[CH:21][CH:20]=1. Procedure details: Following the general method as outlined in Example 22, starting from (2S,4EZ)-1-(tert-butoxycarbonyl)-4-{[(4-methoxybenzyl)oxy]imino}-2-pyrrolidinecarboxylic acid, 1-isocyanatopentane, and 2-thienylmethylamine the title compound was obtained in 86% purity by LC/MS. MS(ESI+): m/z=473.2. Starting materials: ClC=1C=C(C=2C=CN(C2C1)C=1N(C(NC(C1C(C)C)=O)=O)CC)C#N (6-chloro-1-(3-ethyl-5-isopropyl-2,6-dioxo-1,2,3,6-tetrahydro-pyrimidin-4-yl)-1H-indole-4-carbonitrile), N1C=NC=C1 (imidazole). Product: C(C)N1C(NC(C(=C1N1C=NC=C1)C(C)C)=O)=O (1-Ethyl-6-imidazol-1-yl-5-isopropyl-1H-pyrimidine-2,4-dione). As a reaction SMILES: ClC1C=C(C#N)C2C=[CH:7][N:8]([C:11]3[N:12]([CH2:22][CH3:23])[C:13](=[O:21])[NH:14][C:15](=[O:20])[C:16]=3[CH:17]([CH3:19])[CH3:18])[C:9]=2[CH:10]=1.[NH:26]1C=CN=C1>>[CH2:22]([N:12]1[C:11]([N:8]2[CH:9]=[CH:10][N:26]=[CH:7]2)=[C:16]([CH:17]([CH3:18])[CH3:19])[C:15](=[O:20])[NH:14][C:13]1=[O:21])[CH3:23]. Reported procedure: This compound was made by a procedure similar to that used to prepare 6-chloro-1-(3-ethyl-5-isopropyl-2,6-dioxo-1,2,3,6-tetrahydro-pyrimidin-4-yl)-1H-indole-4-carbonitrile (90), except that imidazole was used instead of 6-chloro-1H-indole-4-carbonitrile. LC-MS shows 249.1 (M+1). 1H NMR (300 MHz, CDCl3): δ 9.03 (br, 1H), 7.60 (m, 1H), 7.32 (m, 1H), 7.00 (m, 1H), 3.40 (m, 2H), 2.08 (m, 1H), 1.19 (m, 9H). Reactants: COc1ccc(-n2cc(C=O)cn2)cc1, I, [NH4+], [Na+], [Na+], C1CCOC1, [OH-], O=S([O-])([O-])=S. As a reaction SMILES: [CH3:1][O:2][c:3]1[cH:4][cH:5][c:6](-[n:9]2[n:10][cH:11][c:12]([CH:14]=[O:15])[cH:13]2)[cH:7][cH:8]1.[I:16].[NH4+:17].[Na+:29].[Na+:30].[O:19]1[CH2:20][CH2:21][CH2:22][CH2:23]1.[OH-:18].[S:24]([O-:25])([O-:26])(=[O:27])=[S:28]>>[CH3:1][O:2][c:3]1[cH:4][cH:5][c:6](-[n:9]2[n:10][cH:11][c:12]([C:14]#[N:17])[cH:13]2)[cH:7][cH:8]1. Product: COc1ccc(-n2cc(C#N)cn2)cc1. The reactants are CO, C=C(C)COC1CCC(=O)CC1. Yields the product CC(C)COC1CCC(=O)CC1. RXN SMILES: [CH3:13][OH:14].[CH3:1][C:2]([CH2:3][O:4][CH:5]1[CH2:6][CH2:7][C:8](=[O:11])[CH2:9][CH2:10]1)=[CH2:12]>>[CH3:1][CH:2]([CH2:3][O:4][CH:5]1[CH2:6][CH2:7][C:8](=[O:11])[CH2:9][CH2:10]1)[CH3:12]. The reactants are NC1=CC(N(C=C1)CCO[Si](C)(C)C(C)(C)C)=O (4-amino-1-[2-(tert-butyl-dimethyl-silanyloxy)-ethyl]-1H-pyridin-2-one), FC(C(=O)O)(F)F.ClC1=CC=C2C(=C1)NC(C21C(NC(C1C1=C(C(=CC=C1)Cl)F)C(=O)O)CC(C)(C)C)=O (rac-(2′S,3′R,4′S,5′R)-6-chloro-4′-(3-chloro-2-fluoro-phenyl)-2′-(2,2-dimethyl-propyl)-2-oxo-1,2-dihydro-spiro[indole-3,3′-pyrrolidine]-5′-carboxylic acid trifluoroacetic acid), C(C)(C)N(CC)C(C)C (diisopropylethylamine), C1(=CC=CC=C1)P(=O)(C1=CC=CC=C1)Cl (diphenylphosphinic chloride). The product is C(C)(C)(C)[Si](OCCN1C(C=C(C=C1)NC(=O)C1C(C2(C(N1)CC(C)(C)C)C(NC1=CC(=CC=C12)Cl)=O)C1=C(C(=CC=C1)Cl)F)=O)(C)C (rac-(2′S,3′R,4′S,5′R)-6-chloro-4′-(3-chloro-2-fluoro-phenyl)-2′-(2,2-dimethyl-propyl)-2-oxo-1,2-dihydro-spiro[indole-3,3′-pyrrolidine]-5′-carboxylic acid {1-[2-(tert-butyl-dimethyl-silanyloxy)-ethyl]-2-oxo-1,2-dihydro-pyridin-4-yl}-amide), foam. Isolated yield 32.0%. As a reaction SMILES: FC(F)(F)C(O)=O.[Cl:8][C:9]1[CH:14]=[C:13]2[NH:15][C:16](=[O:38])[C:17]3([CH:21]([C:22]4[CH:27]=[CH:26][CH:25]=[C:24]([Cl:28])[C:23]=4[F:29])[CH:20]([C:30](O)=[O:31])[NH:19][CH:18]3[CH2:33][C:34]([CH3:37])([CH3:36])[CH3:35])[C:12]2=[CH:11][CH:10]=1.C(N(C(C)C)CC)(C)C.C1(P(Cl)(C2C=CC=CC=2)=O)C=CC=CC=1.[NH2:63][C:64]1[CH:69]=[CH:68][N:67]([CH2:70][CH2:71][O:72][Si:73]([C:76]([CH3:79])([CH3:78])[CH3:77])([CH3:75])[CH3:74])[C:66](=[O:80])[CH:65]=1>>[C:76]([Si:73]([CH3:74])([CH3:75])[O:72][CH2:71][CH2:70][N:67]1[CH:68]=[CH:69][C:64]([NH:63][C:30]([CH:20]2[NH:19][CH:18]([CH2:33][C:34]([CH3:37])([CH3:36])[CH3:35])[C:17]3([C:12]4[C:13](=[CH:14][C:9]([Cl:8])=[CH:10][CH:11]=4)[NH:15][C:16]3=[O:38])[CH:21]2[C:22]2[CH:27]=[CH:26][CH:25]=[C:24]([Cl:28])[C:23]=2[F:29])=[O:31])=[CH:65][C:66]1=[O:80])([CH3:77])([CH3:79])[CH3:78] |f:0.1|. Reported procedure: In a manner similar to the method described in Example 27, rac-(2′S,3′R,4′S,5′R)-6-chloro-4′-(3-chloro-2-fluoro-phenyl)-2′-(2,2-dimethyl-propyl)-2-oxo-1,2-dihydro-spiro[indole-3,3′-pyrrolidine]-5′-carboxylic acid trifluoroacetic acid prepared in Example 4 (0.5 g, 0.86 mmol), was reacted with diisopropylethylamine (0.89 g, 6.9 mmol), diphenylphosphinic chloride (0.82 g, 3.5 mmol), then reacted with 4-amino-1-[2-(tert-butyl-dimethyl-silanyloxy)-ethyl]-1H-pyridin-2-one (0.23 g, 0.86 mmol) at 60° C....